Dataset: the Open Reaction Database (ORD), a public repository of structured organic reaction records. Task: describe an organic reaction: reactants, conditions, products, and yield Reactants: O=C(CS(=O)(=O)C=1C=C(C=C(C1OCCC)O)[C@@H]1O[C@H](CC1)C1=CC(=C(C(=C1)OC)OC)OC)C (trans 2-[3-(2-oxo-propylsulfonyl)-4-n-propoxy-5- hydroxyphenyl]5-(3,4,5-trimethoxyphenyl)tetrahydrofuran), Cl.BrCCCN(C)C (3-bromopropyl- N,N-dimethylamine hydrochloride), C(=O)([O-])[O-].[K+].[K+] (K2CO3). Solvent: CC(=O)C (acetone). Yields the product O=C(CS(=O)(=O)C=1C=C(C=C(C1OCCC)O)C1OC(CC1)C1=CC(=C(C(=C1)OC)OC)OC)C (2-[3-(2-Oxopropylsulfonyl)-4-n-propoxy 5-hydroxyphenyl]-5-(3,4,5-trimethoxyphenyl)tetrahydro-furan). RXN SMILES: [O:1]=[C:2]([CH3:35])[CH2:3][S:4]([C:7]1[CH:8]=[C:9]([C@H:18]2[CH2:22][CH2:21][C@H:20]([C:23]3[CH:28]=[C:27]([O:29][CH3:30])[C:26]([O:31][CH3:32])=[C:25]([O:33][CH3:34])[CH:24]=3)[O:19]2)[CH:10]=[C:11]([OH:17])[C:12]=1[O:13][CH2:14][CH2:15][CH3:16])(=[O:6])=[O:5].Cl.BrCCCN(C)C.C([O-])([O-])=O.[K+].[K+]>CC(C)=O>[O:1]=[C:2]([CH3:35])[CH2:3][S:4]([C:7]1[CH:8]=[C:9]([CH:18]2[CH2:22][CH2:21][CH:20]([C:23]3[CH:24]=[C:25]([O:33][CH3:34])[C:26]([O:31][CH3:32])=[C:27]([O:29][CH3:30])[CH:28]=3)[O:19]2)[CH:10]=[C:11]([OH:17])[C:12]=1[O:13][CH2:14][CH2:15][CH3:16])(=[O:5])=[O:6] |f:1.2,3.4.5|. Procedure: A mixture of 300 mg of trans 2-[3-(2-oxo-propylsulfonyl)-4-n-propoxy-5- hydroxyphenyl]5-(3,4,5-trimethoxyphenyl)tetrahydrofuran, 6 mL acetone, 150 mg 3-bromopropyl- N,N-dimethylamine hydrochloride, and 150 mg K2CO3 was heated at 50° for 16 hrs and filtered. Evaporation of the filtrate and purification by prep. TLC on silica plates (ethyl acetate) gave the title compound as a colorless gum: NMR (200 MHz, CDCl3) δ 1.06 (t, CH2CH2CH3), 1.88 (m, CH2CH2CH3), 2.39 (s, CH3C(O)CH2), 2.30 (s, N(CH3)2), 2... Reactants: CNC1CCCN(C2=C1C=CC=C2)C(C2=CC=C(C=C2)NC(C2=C(C=CC=C2)C)=O)=O (5-methylamino-1-[4-(2-methylbenzoylamino)benzoyl]-2,3,4,5-tetrahydro-1H-benzazepine), CN(C(CCl)=O)C (N,N-dimethyl-2-chloroacetamide), C([O-])([O-])=O.[K+].[K+] (potassium carbonate). Yields the product CN(CC(=O)N(C)C)C1CCCN(C2=C1C=CC=C2)C(C2=CC=C(C=C2)NC(C2=C(C=CC=C2)C)=O)=O (5-[N-methyl-N-(dimethylaminocarbonylmethyl)amino]-1-[4-(2-methylbenzoylamino)benzoyl]-2,3,4,5-tetrahydro-1H-benzazepine). The yield is 6.9%. RXN SMILES: [CH3:1][NH:2][CH:3]1[C:9]2[CH:10]=[CH:11][CH:12]=[CH:13][C:8]=2[N:7]([C:14](=[O:31])[C:15]2[CH:20]=[CH:19][C:18]([NH:21][C:22](=[O:30])[C:23]3[CH:28]=[CH:27][CH:26]=[CH:25][C:24]=3[CH3:29])=[CH:17][CH:16]=2)[CH2:6][CH2:5][CH2:4]1.[CH3:32][N:33]([CH3:38])[C:34](=[O:37])[CH2:35]Cl.C(=O)([O-])[O-].[K+].[K+]>>[CH3:1][N:2]([CH:3]1[C:9]2[CH:10]=[CH:11][CH:12]=[CH:13][C:8]=2[N:7]([C:14](=[O:31])[C:15]2[CH:20]=[CH:19][C:18]([NH:21][C:22](=[O:30])[C:23]3[CH:28]=[CH:27][CH:26]=[CH:25][C:24]=3[CH3:29])=[CH:17][CH:16]=2)[CH2:6][CH2:5][CH2:4]1)[CH2:35][C:34]([N:33]([CH3:38])[CH3:32])=[O:37] |f:2.3.4|. Procedure: A mixture of 5-methylamino-1-[4-(2-methylbenzoylamino)benzoyl]-2,3,4,5-tetrahydro-1H-benzazepine (0.6 g), N,N-dimethyl-2-chloroacetamide (0.19 g) and potassium carbonate (0.22 g) is refluxed for 24 hours. The reaction solution is concentrated and water is added to the resulting residue. The mixture is extracted three times with dichloromethane. The extract is washed with saturated saline solution, and dried over magnesium sulfate. The solvent is distilled off and the resulting residue is purifie... The product is c1ccc2c(c1)CCCN2Cc1c[nH]cn1. As a reaction SMILES: [ClH:11].[NH:1]1[CH2:2][CH2:3][CH2:4][c:5]2[cH:6][cH:7][cH:8][cH:9][c:10]21.[Na+:19].[Na+:20].[O-:21][C:22](=[O:23])[O-:24].[O:26]1[CH2:27][CH2:28][O:29][CH2:30][CH2:31]1.[OH2:25].[OH:12][CH2:13][c:14]1[n:15][cH:16][nH:17][cH:18]1>>[N:1]1([CH2:13][c:14]2[n:15][cH:16][nH:17][cH:18]2)[CH2:2][CH2:3][CH2:4][c:5]2[cH:6][cH:7][cH:8][cH:9][c:10]21. Reactants: Cl, c1ccc2c(c1)CCCN2, [Na+], [Na+], O=C([O-])[O-], C1COCCO1, O, OCc1c[nH]cn1. Run in O (water), C(C)O (ethanol), CCOCC (ether), C(C)O (ethanol). The reactants are Cl (hydrochloric acid), [Cl-].[Na+] (sodium chloride), ice water, resultant mixture, [Na] (sodium), C(C(=O)OCC)(=O)OCC (diethyl oxalate), C(C)OC(CN(C=O)C1=CC=CC=C1)=O (N-phenyl-N-formylglycine ethyl ester), [S-]C#N.[K+] (potassium thiocyanate). Yield: 48.0%. Run at time 8 hour. Reaction SMILES: [Na].[C:2](OCC)(=O)[C:3]([O:5][CH2:6][CH3:7])=[O:4].[CH2:12]([O:14][C:15](=[O:26])[CH2:16][N:17]([C:20]1[CH:25]=[CH:24][CH:23]=[CH:22][CH:21]=1)C=O)[CH3:13].[Cl-].[Na+].[S-:29][C:30]#[N:31].[K+].Cl>CCOCC.C(O)C.O>[SH:29][C:30]1[N:17]([C:20]2[CH:21]=[CH:22][CH:23]=[CH:24][CH:25]=2)[C:16]([C:15]([O:14][CH2:12][CH3:13])=[O:26])=[C:2]([C:3]([O:5][CH2:6][CH3:7])=[O:4])[N:31]=1 |f:3.4,5.6,^1:0|. The product is SC=1N(C(=C(N1)C(=O)OCC)C(=O)OCC)C1=CC=CC=C1 (diethyl 2-mercapto-1-phenyl-4,5-imidazoledicarboxylate). Procedure: Absolute ethanol (50 mL) was slowly added to a mechanically stirred suspension of finely cut sodium metal (19.3 g; 0.84 mol) in anhydrous ether (500 mL). When most of the metal had dissolved, diethyl oxalate (114 mL; 0.84 mol) was slowly added followed by the slow addition of the N-phenyl-N-formylglycine ethyl ester (130 g; 0.67 mol). The mixture was stirred at room temperature overnight and then ice-water (700 mL) was added. The resulting emulsion was broken by sequential addition of a saturate... Starting materials: [Br-], C1CCOC1, [Cl-], CC(C)Oc1cccc2ccc(I)nc12, [NH4+], Cl[Pd]Cl, c1ccc(P(c2ccccc2)c2ccccc2)cc1, c1ccc(P(c2ccccc2)c2ccccc2)cc1, [Zn+]c1ccccn1. The product is CC(C)Oc1cccc2ccc(-c3ccccn3)nc12. RXN SMILES: [Br-:16].[CH2:26]1[O:27][CH2:28][CH2:29][CH2:30]1.[Cl-:24].[I:1][c:2]1[n:3][c:4]2[c:5]([O:12][CH:13]([CH3:14])[CH3:15])[cH:6][cH:7][cH:8][c:9]2[cH:10][cH:11]1.[NH4+:25].[Pd:31]([Cl:32])[Cl:33].[c:34]1([P:35]([c:36]2[cH:37][cH:38][cH:39][cH:40][cH:41]2)[c:42]2[cH:43][cH:44][cH:45][cH:46][cH:47]2)[cH:48][cH:49][cH:50][cH:51][cH:52]1.[c:53]1([P:54]([c:55]2[cH:56][cH:57][cH:58][cH:59][cH:60]2)[c:61]2[cH:62][cH:63][cH:64][cH:65][cH:66]2)[cH:67][cH:68][cH:69][cH:70][cH:71]1.[n:17]1[c:18]([Zn+:23])[cH:19][cH:20][cH:21][cH:22]1>>[c:2]1(-[c:18]2[n:17][cH:22][cH:21][cH:20][cH:19]2)[n:3][c:4]2[c:5]([O:12][CH:13]([CH3:14])[CH3:15])[cH:6][cH:7][cH:8][c:9]2[cH:10][cH:11]1.